This data is from the Open Reaction Database (ORD), a public repository of structured organic reaction records. The task is: describe an organic reaction: reactants, conditions, products, and yield Reactants: BrBr (bromine), ClC=1C=C(C=CC1Cl)C(CC)=O (3′,4′-dichloropropiophenone). Run in CO (methanol). The product is BrC(C(=O)C1=CC(=C(C=C1)Cl)Cl)C (2-bromo-3′,4′-dichloropropiophenone). The yield is 95.9%. RXN SMILES: [Br:1]Br.[Cl:3][C:4]1[CH:5]=[C:6]([C:11](=[O:14])[CH2:12][CH3:13])[CH:7]=[CH:8][C:9]=1[Cl:10]>CO>[Br:1][CH:12]([CH3:13])[C:11]([C:6]1[CH:7]=[CH:8][C:9]([Cl:10])=[C:4]([Cl:3])[CH:5]=1)=[O:14]. Procedure details: 51.1 g (0.320 mol) of bromine was added dropwise to a solution of 65.0 g (0.320 mol) of 3′,4′-dichloropropiophenone in 150 g of methanol at a reaction temperature of 58 to 60° C. After the addition was complete, the methanol was evaporated off from the reaction solution under reduced pressure. The resultant concentrate was dissolved in 130 g of toluene and then washed with water (150 ml×3 times). Thereafter, the toluene was evaporated off under reduced pressure, giving 86.6 g (0.307 mol) of crud... Reactants: ClC1=NC=CC(=N1)C1=C(C=C(C(=O)OC)C=C1)C(=O)N1CC2=CC=CC=C2CC1 (methyl 4-(2-chloropyrimidin-4-yl)-3-(1,2,3,4-tetrahydroisoquinoline-2-carbonyl)benzoate), C(CCC)NCCCC (dibutylamine), C([O-])([O-])=O.[K+].[K+] (potassium carbonate). Solvent: CN(C)C=O (DMF). Conditions: temperature 80 celsius. Yields the product C(CCC)N(C1=NC=CC(=N1)C1=C(C=C(C(=O)O)C=C1)C(=O)N1CC2=CC=CC=C2CC1)CCCC (4-(2-(Dibutylamino)pyrimidin-4-yl)-3-(1,2,3,4-tetrahydroisoquinoline-2-carbonyl)benzoic acid). The yield is 70.9%. RXN SMILES: Cl[C:2]1[N:7]=[C:6]([C:8]2[CH:17]=[CH:16][C:11]([C:12]([O:14]C)=[O:13])=[CH:10][C:9]=2[C:18]([N:20]2[CH2:29][CH2:28][C:27]3[C:22](=[CH:23][CH:24]=[CH:25][CH:26]=3)[CH2:21]2)=[O:19])[CH:5]=[CH:4][N:3]=1.[CH2:30]([NH:34][CH2:35][CH2:36][CH2:37][CH3:38])[CH2:31][CH2:32][CH3:33].C(=O)([O-])[O-].[K+].[K+]>CN(C=O)C>[CH2:30]([N:34]([CH2:35][CH2:36][CH2:37][CH3:38])[C:2]1[N:7]=[C:6]([C:8]2[CH:17]=[CH:16][C:11]([C:12]([OH:14])=[O:13])=[CH:10][C:9]=2[C:18]([N:20]2[CH2:29][CH2:28][C:27]3[C:22](=[CH:23][CH:24]=[CH:25][CH:26]=3)[CH2:21]2)=[O:19])[CH:5]=[CH:4][N:3]=1)[CH2:31][CH2:32][CH3:33] |f:2.3.4|. Procedure details: To a solution of methyl 4-(2-chloropyrimidin-4-yl)-3-(1,2,3,4-tetrahydroisoquinoline-2-carbonyl)benzoate (82 mg, 0.20 mmol) in DMF (1.0 mL) were added dibutylamine (Aldrich, 52 mg, 0.40 mmol) and potassium carbonate (83 mg, 0.60 mmol). The reaction mixture was heated at 60° C. for 5 h and 80° C. for 3 h. After cooling to room temperature, the reaction mixture was quenched with cold water. The mixture was extracted with EtOAc (3×). The combined organic extracts were dried over MgSO4, filtered and... Reactants: C=CCNCCn1ncc2ccc(-c3ccsc3)cc21, CCOC(C)=O, [H][H]. The product is CCCNCCn1ncc2ccc(-c3ccsc3)cc21. Reaction SMILES: [CH2:1]([CH:2]=[CH2:3])[NH:4][CH2:5][CH2:6][n:7]1[n:8][cH:9][c:10]2[cH:11][cH:12][c:13](-[c:16]3[cH:17][s:18][cH:19][cH:20]3)[cH:14][c:15]12.[CH3:23][CH2:24][O:25][C:26](=[O:27])[CH3:28].[H:21][H:22]>>[CH2:1]([CH2:2][CH3:3])[NH:4][CH2:5][CH2:6][n:7]1[n:8][cH:9][c:10]2[cH:11][cH:12][c:13](-[c:16]3[cH:17][s:18][cH:19][cH:20]3)[cH:14][c:15]12. Starting materials: [H-].[Na+] (sodium hydride), N1C(CCC1)=O (2-Pyrrolidinone), [K+].[Br-] (KBr), [H-].[Na+] (Sodium hydride), BrC1C(C2=C(OC1(C)C)C=CS2)O (6-bromo-7-hydroxy-5,6-dihydro-5,5-dimethyl-7H-thieno [3,2-b]pyran), CN(C=O)C (N,N-dimethylformamide), resultant mixture, ice water. Reaction conditions: time 4 day. Product: OC1C(C2=C(OC1(C)C)C=CS2)N2C(CCC2)=O (5,6-Dihydro-6-hydroxy-5,5-dimethyl-7-(2-oxopyrrolidin-1-yl)-7H-thieno[3,2-b]pyran). Reaction SMILES: [H-].[Na+].Br[CH:4]1[C:9]([CH3:11])([CH3:10])[O:8][C:7]2[CH:12]=[CH:13][S:14][C:6]=2[CH:5]1O.[NH:16]1[CH2:20][CH2:19][CH2:18][C:17]1=[O:21].[K+].[Br-].CN(C)C=[O:27]>>[OH:27][CH:4]1[C:9]([CH3:11])([CH3:10])[O:8][C:7]2[CH:12]=[CH:13][S:14][C:6]=2[CH:5]1[N:16]1[CH2:20][CH2:19][CH2:18][C:17]1=[O:21] |f:0.1,4.5|. Procedure details: Sodium hydride (60% in oil, 1.17 g, 29.3 mmol) was added to a solution of 6-bromo-7-hydroxy-5,6-dihydro-5,5-dimethyl-7H-thieno [3,2-b]pyran (7.0 g, 26.6 mmol) in N,N-dimethylformamide (115 mL) at 0° C. The resultant mixture was stirred at rt for 2 h. 2-Pyrrolidinone (6.1 mL, 79.8 mmol) was added to the solution followed by sodium hydride (60% in oil, 1.17 g, 29.3 mmol) and stirring was continued at rt for 4 days. The solution was poured into ice water (500 mL) and extracted with dichloromethane.... As a reaction SMILES: [CH2:32]1[O:33][CH2:34][CH2:35][CH2:36]1.[CH3:1][N:2]([C:3]([CH2:4][c:5]1[cH:6][c:7]2[c:12]([cH:13][cH:14]1)[C:11]([CH3:15])([CH3:16])[CH2:10][CH2:9][C:8]2([CH3:17])[CH3:18])=[O:19])[c:20]1[cH:21][cH:22][c:23]([C:24](=[O:25])[O:26][CH3:27])[cH:28][cH:29]1.[Na+:31].[OH-:30]>>[CH3:1][N:2]([C:3]([CH2:4][c:5]1[cH:6][c:7]2[c:12]([cH:13][cH:14]1)[C:11]([CH3:15])([CH3:16])[CH2:10][CH2:9][C:8]2([CH3:17])[CH3:18])=[O:19])[c:20]1[cH:21][cH:22][c:23]([C:24](=[O:25])[OH:26])[cH:28][cH:29]1. The reactants are C1CCOC1, COC(=O)c1ccc(N(C)C(=O)Cc2ccc3c(c2)C(C)(C)CCC3(C)C)cc1, [Na+], [OH-]. Yields the product CN(C(=O)Cc1ccc2c(c1)C(C)(C)CCC2(C)C)c1ccc(C(=O)O)cc1. Starting materials: ClC1=NC=CC(=C1)CN1N=C(N=C1C)C=1OC(=CN1)C1=CC=C(C=C1)OC(F)(F)F (2-(1-((2-chloropyridin-4-yl)methyl)-5-methyl-1H-1,2,4-triazol-3-yl)-5-(4-(trifluoromethoxy)phenyl)oxazole), CN1CCNCC1 (1-methyl-piperazine). Run in CS(=O)C (DMSO). Conditions: temperature 140 celsius, time 16 hour. Yields the product CN1CCN(CC1)C1=NC=CC(=C1)CN1N=C(N=C1C)C=1OC(=CN1)C1=CC=C(C=C1)OC(F)(F)F (1-methyl-4-{4-[(5-methyl-3-{5-[4-(trifluoromethoxy)phenyl]-1,3-oxazol-2-yl}-1H-1,2,4-triazol-1-yl)methyl]pyridin-2-yl}piperazine). RXN SMILES: Cl[C:2]1[CH:7]=[C:6]([CH2:8][N:9]2[C:13]([CH3:14])=[N:12][C:11]([C:15]3[O:16][C:17]([C:20]4[CH:25]=[CH:24][C:23]([O:26][C:27]([F:30])([F:29])[F:28])=[CH:22][CH:21]=4)=[CH:18][N:19]=3)=[N:10]2)[CH:5]=[CH:4][N:3]=1.[CH3:31][N:32]1[CH2:37][CH2:36][NH:35][CH2:34][CH2:33]1>CS(C)=O>[CH3:31][N:32]1[CH2:37][CH2:36][N:35]([C:2]2[CH:7]=[C:6]([CH2:8][N:9]3[C:13]([CH3:14])=[N:12][C:11]([C:15]4[O:16][C:17]([C:20]5[CH:21]=[CH:22][C:23]([O:26][C:27]([F:30])([F:28])[F:29])=[CH:24][CH:25]=5)=[CH:18][N:19]=4)=[N:10]3)[CH:5]=[CH:4][N:3]=2)[CH2:34][CH2:33]1. Reported procedure: A mixture of 2-(1-((2-chloropyridin-4-yl)methyl)-5-methyl-1H-1,2,4-triazol-3-yl)-5-(4-(trifluoromethoxy)phenyl)oxazole (60 mg, 0.14 mmol) and 1-methyl-piperazine (1 mL) in DMSO (2 mL) was stirred at 140° C. for 16 h under Ar atmosphere. The mixture was then cooled to RT, and purified by prep-HPLC (Mobile phase: A=0.1% TFA/H2O, B=MeCN; Gradient: B=5%-95% in 8 min; Column: XBridge C18, 5 um, 30 mm×150 mm) to afford the title compound a solid. MS (ES+) C24H24F3N7O2 requires: 499. found: 500 [M+H]+;... The reactants are crude mixture, C(C(C)C)P(CCCN(C)C)CCCN(C)C (i-butyl bis-(dimethylaminopropyl) phosphine), C(CCCCCCCCCCC)Cl (n-dodecyl chloride), t-phosphine. Reaction conditions: temperature 130 celsius, time 24 hour. The product is [Cl-].CN(CCC[P+](CC(C)C)(CCCCCCCCCCCC)CCCN(C)C)C (bis-(3-dimethylaminopropyl) dodecyl i-butyl phosphonium chloride). RXN SMILES: [CH2:1]([P:5]([CH2:12][CH2:13][CH2:14][N:15]([CH3:17])[CH3:16])[CH2:6][CH2:7][CH2:8][N:9]([CH3:11])[CH3:10])[CH:2]([CH3:4])[CH3:3].[CH2:18]([Cl:30])[CH2:19][CH2:20][CH2:21][CH2:22][CH2:23][CH2:24][CH2:25][CH2:26][CH2:27][CH2:28][CH3:29]>>[Cl-:30].[CH3:10][N:9]([CH3:11])[CH2:8][CH2:7][CH2:6][P+:5]([CH2:12][CH2:13][CH2:14][N:15]([CH3:16])[CH3:17])([CH2:29][CH2:28][CH2:27][CH2:26][CH2:25][CH2:24][CH2:23][CH2:22][CH2:21][CH2:20][CH2:19][CH3:18])[CH2:1][CH:2]([CH3:4])[CH3:3] |f:2.3|. Procedure: A magnetically stirred mixture of 15.6 g (0.06 mole) of i-butyl bis-(dimethylaminopropyl) phosphine of Example 10 and 12.3 g (0.06 mole) of n-dodecyl chloride was heated under nitrogen to 130° C. and then kept there for 24 hours. The nmr spectrum of a sample of the heated mixture showed a substantial selective quaternarization of the t-phosphine moiety. Accordingly, the crude mixture was heated at 150° C. at 0.2 mm. to distill off the volatile unreacted compounds and to obtain the residual produ... The reactants are [BH4-].[Na+] (NaBH4), C(C)(C)S(=O)(=O)C1=CC=C(C=C1)C=1N=C2C(=NC1)N(C=C2N2C(C=1C=CC=C(C1C2)C#N)=O)C(C2=CC=CC=C2)(C2=CC=CC=C2)C2=CC=CC=C2 (2-[2-(4-isopropylsulfonylphenyl)-5-trityl-pyrrolo[2,3-b]pyrazin-7-yl]-1-oxo-isoindoline-4-carbonitrile), CoCl2, CO (MeOH). Run in C(Cl)Cl (DCM). Run at time 2 hour. Product: NCC1=C2CN(C(C2=CC=C1)=O)C1=CNC2=NC=C(N=C21)C2=CC=C(C=C2)S(=O)(=O)C(C)C (4-(aminomethyl)-2-(2-(4-(isopropylsulfonyl)phenyl)-5H-pyrrolo[2,3-b]pyrazin-7-yl)isoindolin-1-one). As a reaction SMILES: [CH:1]([S:4]([C:7]1[CH:12]=[CH:11][C:10]([C:13]2[N:14]=[C:15]3[C:21]([N:22]4[CH2:30][C:29]5[C:28]([C:31]#[N:32])=[CH:27][CH:26]=[CH:25][C:24]=5[C:23]4=[O:33])=[CH:20][N:19](C(C4C=CC=CC=4)(C4C=CC=CC=4)C4C=CC=CC=4)[C:16]3=[N:17][CH:18]=2)=[CH:9][CH:8]=1)(=[O:6])=[O:5])([CH3:3])[CH3:2].CO.[BH4-].[Na+]>C(Cl)Cl>[NH2:32][CH2:31][C:28]1[CH:27]=[CH:26][CH:25]=[C:24]2[C:29]=1[CH2:30][N:22]([C:21]1[C:15]3[C:16](=[N:17][CH:18]=[C:13]([C:10]4[CH:11]=[CH:12][C:7]([S:4]([CH:1]([CH3:3])[CH3:2])(=[O:6])=[O:5])=[CH:8][CH:9]=4)[N:14]=3)[NH:19][CH:20]=1)[C:23]2=[O:33] |f:2.3|. Procedure: 2-[2-(4-isopropylsulfonylphenyl)-5-trityl-pyrrolo[2,3-b]pyrazin-7-yl]-1-oxo-isoindoline-4-carbonitrile (80 mg, 0.1143 mmol) dissolved in DCM (10 mL) and MeOH (5 mL) under N2. CoCl2 (29.68 mg, 0.2286 mmol) added and the reaction mixture cooled in an ice bath. NaBH4 (43 mg, 1.143 mmol) added in one portion. Ice bath removed and mixture stirred for 2 h then cooled in an ice bath and water (˜5 mL) added. Mixture diluted with DCM (˜20 mL) and stirred vigorously for 20 mins. Layers separated and aqueo...